Dataset: the Open Reaction Database (ORD), a public repository of structured organic reaction records. Task: describe an organic reaction: reactants, conditions, products, and yield Starting materials: CCCCBr, CC1(C)CC(=O)c2cc(C#N)c(=S)[nH]c2C1, [K+], CN(C)C=O, [OH-], O. Yields the product CCCCSc1nc2c(cc1C#N)C(=O)CC(C)(C)C2. Reaction SMILES: [Br:19][CH2:20][CH2:21][CH2:22][CH3:23].[CH3:1][C:2]1([CH3:16])[CH2:3][C:4](=[O:15])[c:5]2[cH:6][c:7]([C:13]#[N:14])[c:8](=[S:12])[nH:9][c:10]2[CH2:11]1.[K+:18].[O:25]=[CH:26][N:27]([CH3:28])[CH3:29].[OH-:17].[OH2:24]>>[CH3:1][C:2]1([CH3:16])[CH2:3][C:4](=[O:15])[c:5]2[cH:6][c:7]([C:13]#[N:14])[c:8]([S:12][CH2:20][CH2:21][CH2:22][CH3:23])[n:9][c:10]2[CH2:11]1.